This data is from the Open Reaction Database (ORD), a public repository of structured organic reaction records. The task is: describe an organic reaction: reactants, conditions, products, and yield Starting materials: CS(=O)(=O)c1ccc(F)c(C(F)(F)F)c1, O=C(O)Cc1cc(O)cc(Cl)c1. Product: CS(=O)(=O)c1ccc(Oc2cc(Cl)cc(CC(=O)O)c2)c(C(F)(F)F)c1. Reaction SMILES: [CH3:13][S:14](=[O:15])(=[O:16])[c:17]1[cH:18][c:19]([C:24]([F:25])([F:26])[F:27])[c:20]([F:23])[cH:21][cH:22]1.[Cl:1][c:2]1[cH:3][c:4]([CH2:9][C:10](=[O:11])[OH:12])[cH:5][c:6]([OH:8])[cH:7]1>>[Cl:1][c:2]1[cH:3][c:4]([CH2:9][C:10](=[O:11])[OH:12])[cH:5][c:6]([O:8][c:20]2[c:19]([C:24]([F:25])([F:26])[F:27])[cH:18][c:17]([S:14]([CH3:13])(=[O:15])=[O:16])[cH:22][cH:21]2)[cH:7]1. Starting materials: C#CCO, CCOC(=O)c1ncn2c1CN(C)C(=O)c1c(Cl)cccc1-2, N#C[K]. The product is C#CCOC(=O)c1ncn2c1CN(C)C(=O)c1c(Cl)cccc1-2. As a reaction SMILES: [CH2:26]([OH:27])[C:28]#[CH:29].[Cl:1][c:2]1[cH:3][cH:4][cH:5][c:6]2[c:7]1[C:8](=[O:22])[N:9]([CH3:21])[CH2:10][c:11]1[n:12]-2[cH:13][n:14][c:15]1[C:16](=[O:17])[O:18][CH2:19][CH3:20].[K:23][C:24]#[N:25]>>[Cl:1][c:2]1[cH:3][cH:4][cH:5][c:6]2[c:7]1[C:8](=[O:22])[N:9]([CH3:21])[CH2:10][c:11]1[n:12]-2[cH:13][n:14][c:15]1[C:16](=[O:17])[O:18][CH2:19][C:20]#[CH:24]. Starting materials: FC=1C=C(CN=C=S)C=CC1 (3-Fluorobenzyl isothiocyanate), C(=O)NN (formyl hydrazine). The solvent is C(C)O (ethanol). Product: FC=1C=C(CNC(NNC=O)=S)C=CC1 (4-(3'-fluorobenzyl)-1-formyl-3-thiosemicarbazide). Isolated yield 22.4%. RXN SMILES: [F:1][C:2]1[CH:3]=[C:4]([CH:9]=[CH:10][CH:11]=1)[CH2:5][N:6]=[C:7]=[S:8].[CH:12]([NH:14][NH2:15])=[O:13]>C(O)C>[F:1][C:2]1[CH:3]=[C:4]([CH:9]=[CH:10][CH:11]=1)[CH2:5][NH:6][C:7](=[S:8])[NH:15][NH:14][CH:12]=[O:13]. Reported procedure: 3-Fluorobenzyl isothiocyanate (4.3 g, 25.5 mmole) and formyl hydrazine (1.7 g, 28.7 mole) were refluxed in ethanol (30 ml) for one hour. The reaction mixture was evaporated to dryness, triturated with hexane:ethyl acetate (1:1), filtered, and recrystallized from ethanol-hexane to yield 1.3 g (22%) of crude 4-(3'-fluorobenzyl)-1-formyl-3-thiosemicarbazide. Reactants: ClC1=NSC(=C1CO)C1=CC=C(C=C1)C ([3-chloro-5-(4-methylphenyl)-1,2-thiazol-4-yl]methanol), desired products, FC(C)(F)C1=C(C=CC(=C1)O)CCC(=O)OCC (ethyl 3-[2-(1,1-difluoroethyl)-4-hydroxyphenyl]propanoate), FC(C)C1=C(C=CC(=C1)O)CCC(=O)OCC (ethyl 3-[2-(1-fluoroethyl)-4-hydroxyphenyl]propanoate). The product is ClC1=NSC(=C1COC1=CC(=C(C=C1)CCC(=O)O)C(C)F)C1=CC=C(C=C1)C (3-(4-[[3-chloro-5-(4-methylphenyl)-1,2-thiazol-4-yl]methoxy]-2-(1-fluoroethyl)phenyl)propanoic acid). Procedure details: The two title compounds were prepared according to the procedure described in Example 127, following Steps 6-7, coupling [3-chloro-5-(4-methylphenyl)-1,2-thiazol-4-yl]methanol with a mixture of ethyl 3-[2-(1,1-difluoroethyl)-4-hydroxyphenyl]propanoate (255g) and ethyl 3-[2-(1-fluoroethyl)-4-hydroxyphenyl]propanoate (255h). Upon hydrolysis and purification, the desired products were each isolated as an off-white solid. RXN SMILES: [Cl:1][C:2]1[C:6]([CH2:7][OH:8])=[C:5]([C:9]2[CH:14]=[CH:13][C:12]([CH3:15])=[CH:11][CH:10]=2)[S:4][N:3]=1.[F:16][C:17]([C:20]1[CH:25]=[C:24](O)[CH:23]=[CH:22][C:21]=1[CH2:27][CH2:28][C:29]([O:31]CC)=[O:30])(F)[CH3:18].FC(C1C=C(O)C=CC=1CCC(OCC)=O)C>>[Cl:1][C:2]1[C:6]([CH2:7][O:8][C:24]2[CH:23]=[CH:22][C:21]([CH2:27][CH2:28][C:29]([OH:31])=[O:30])=[C:20]([CH:17]([F:16])[CH3:18])[CH:25]=2)=[C:5]([C:9]2[CH:14]=[CH:13][C:12]([CH3:15])=[CH:11][CH:10]=2)[S:4][N:3]=1. The reactants are BrC=1C2=C(SC1)C(=CC=C2)CNC (N-(3-bromo-7-benzo[b]thienylmethyl)methylamine), CSSC (dimethyldisulfide), Cl (HCl), solution, C(CCC)[Li] (n-butyllithium). Run in CCCCCC (n-hexane), CCOCC (ether). The product is CSC1=C(C2=C(S1)C(=CC=C2)CNC)Br (N-(2-methylthio-3-bromo-7-benzo[b]thienylmethyl)methylamine). RXN SMILES: [Br:1][C:2]1[C:3]2[CH:10]=[CH:9][CH:8]=[C:7]([CH2:11][NH:12][CH3:13])[C:4]=2[S:5][CH:6]=1.C([Li])CCC.[CH3:19][S:20]SC.Cl>CCCCCC.CCOCC>[CH3:19][S:20][C:6]1[S:5][C:4]2[C:7]([CH2:11][NH:12][CH3:13])=[CH:8][CH:9]=[CH:10][C:3]=2[C:2]=1[Br:1]. Reported procedure: To a solution of 2.55 g of N-(3-bromo-7-benzo[b]thienylmethyl)methylamine in abs. ether are added dropwise under inert gas at -70° 13.8 ml (2 equivalents) of a 15% solution of n-butyllithium in n-hexane. 1.9 ml of dimethyldisulfide are then added slowly at -70° and the reaction mixture gradually warmed to room temperature. It is then poured into ice-cooled 2N HCl, shaken and the acid phase separated, made alkaline with NaOH and extracted with ether. The ether phase is dried, concentrated under v... Reactants: O=C1CCC(=O)N1Br, CC(=O)Oc1cccc(C)c1, ClC(Cl)(Cl)Cl, CC(C)(C#N)N=NC(C)(C)C#N. The product is CC(=O)Oc1cccc(CBr)c1. Reaction SMILES: [Br:12][N:13]1[C:14](=[O:15])[CH2:16][CH2:17][C:18]1=[O:19].[C:1]([CH3:2])(=[O:3])[O:4][c:5]1[cH:6][c:7]([CH3:11])[cH:8][cH:9][cH:10]1.[Cl:32][C:33]([Cl:34])([Cl:35])[Cl:36].[N:20]([C:21]([CH3:22])([CH3:23])[C:24]#[N:25])=[N:26][C:27]([CH3:28])([CH3:29])[C:30]#[N:31]>>[C:1]([CH3:2])(=[O:3])[O:4][c:5]1[cH:6][c:7]([CH2:11][Br:12])[cH:8][cH:9][cH:10]1. Reactants: 28.2, COCN=C=O (methoxymethyl isocyanate), CC1(NC(CC(C1)CC(C(=O)NN)N)(C)C)C (β-(2,2,6,6-tetramethylpiperidin-4-yl)-aminopropionic acid hydrazide), C1(=CC=CC=C1)C (toluene). Reaction conditions: temperature 25 celsius, time 1 hour. Product: COCNC(=O)NCOC (Bis-methoxymethyl urea). As a reaction SMILES: CC1(C)CC(CC(N)[C:10]([NH:12]N)=[O:11])CC(C)(C)N1.[CH3:18][O:19][CH2:20][N:21]=[C:22]=[O:23].[C:24]1(C)C=CC=CC=1>>[CH3:18][O:19][CH2:20][NH:21][C:22]([NH:12][CH2:10][O:11][CH3:24])=[O:23]. Procedure details: 36.3 parts of β-(2,2,6,6-tetramethylpiperidin-4-yl)-aminopropionic acid hydrazide were dissolved in 100 parts of toluene, followed by the dropwise addition of 28.2 parts of 93% methoxymethyl isocyanate. After stirring for 1 hour at 25° C., the deposit was filtered off under suction. The filter residue was stirred with 300 parts of petroleum ether and refiltered under suction. 48 parts of colourless crystals melting at 62° to 65° C. were left after drying. C18H36N6O5 (416.5). Reactants: N1=CC=CC(=C1)[C@H]1N(C)CCC1 ((S)-nicotine), BrCCCCCCCCCC=C (11-bromo-undec-1-ene). The solvent is CC(=O)O (AcOH). The product is [Br-].CN1[C@@H](CCC1)C=1C=[N+](C=CC1)CCCCCCCCCC=C ((S)-3-(1-methyl-pyrrolidin-2-yl)-1-undec-10-enyl-pyridinium bromide). Isolated yield 64.7%. As a reaction SMILES: [N:1]1[CH:6]=[C:5]([C@@H:7]2[CH2:12][CH2:11][CH2:10][N:8]2[CH3:9])[CH:4]=[CH:3][CH:2]=1.[Br:13][CH2:14][CH2:15][CH2:16][CH2:17][CH2:18][CH2:19][CH2:20][CH2:21][CH2:22][CH:23]=[CH2:24]>CC(O)=O>[Br-:13].[CH3:9][N:8]1[CH2:10][CH2:11][CH2:12][C@H:7]1[C:5]1[CH:6]=[N+:1]([CH2:24][CH2:23][CH2:22][CH2:21][CH2:20][CH2:19][CH2:18][CH2:17][CH2:16][CH:15]=[CH2:14])[CH:2]=[CH:3][CH:4]=1 |f:3.4|. Procedure: To a stirred solution of (S)-nicotine (0.14 g, 0.86 mmol) in AcOH (4 ml) was added 11-bromo-undec-1-ene (0.50 g, 2.1 mmol). The mixture was heated at reflux for 3 days. AcOH was evaporated and the residue was dissolved in CHCl3. The mixture was washed with saturated aqueous NaHCO3, water and brine successively and dried. Evaporation of the solvent followed by titration with ether afforded 0.22 g (67%) of (S)-3-(1-methyl-pyrrolidin-2-yl)-1-undec-10-enyl-pyridinium bromide (NUNB-10e) as a brown oi... The reactants are CC(COCC1=CC=CC=C1)CC=C (benzyl 2-methyl-4-penten-1-yl ether), I(=O)(=O)(=O)[O-].[K+] (potassium periodate), aqueous solution. The reagents and catalysts are [Os](=O)(=O)(=O)=O (Osmium tetroxide). Run in CC(=O)C (acetone), O (water). Reaction conditions: time 6 hour. Yields the product C(C1=CC=CC=C1)OC[C@@H](CC=O)C ([3R]-4-Benzyloxy-3-methylbutanal). The yield is 80.7%. As a reaction SMILES: [CH3:1][CH:2]([CH2:12][CH:13]=C)[CH2:3][O:4][CH2:5][C:6]1[CH:11]=[CH:10][CH:9]=[CH:8][CH:7]=1.I([O-])(=O)(=O)=[O:16].[K+]>CC(C)=O.O.[Os](=O)(=O)(=O)=O>[CH2:5]([O:4][CH2:3][C@H:2]([CH3:1])[CH2:12][CH:13]=[O:16])[C:6]1[CH:11]=[CH:10][CH:9]=[CH:8][CH:7]=1 |f:1.2|. Reported procedure: A 250 mL round-bottomed flask, equipped with a magnetic stirring bar and a thermometer was fitted with a septum and a nitrogen inlet. The apparatus was charged with benzyl 2-methyl-4-penten-1-yl ether (2.39 g, 12.5 mmol) in 75 mL of acetone and 25 mL of water. Osmium tetroxide (0.833 mL of an 0.15M aqueous solution, 0.125 mmol) was added in one portion, followed by potassium periodate (6.04 g, 26.2 mmol) in three equal portions. The resulting slurry was stirred for 6 hours at room temperature an... The reactants are N (ammonia), N1=CC=CC=C1 (pyridine), COCC(=O)Cl (2-methoxyacetyl chloride), COC1=C(N)C(=CC=C1)[N+](=O)[O-] (2-Methoxy-6-nitroaniline). Run in CO (methanol), CC(=O)N(C)C (DMA), O (Water). Run at time 1 hour. The product is COCC(=O)NC1=C(C=CC=C1[N+](=O)[O-])OC (2-methoxy-N-(2-methoxy-6-nitrophenyl)acetamide). Isolated yield 94.5%. As a reaction SMILES: [CH3:1][O:2][C:3]1[CH:9]=[CH:8][CH:7]=[C:6]([N+:10]([O-:12])=[O:11])[C:4]=1[NH2:5].N1C=CC=CC=1.[CH3:19][O:20][CH2:21][C:22](Cl)=[O:23].N>CC(N(C)C)=O.O.CO>[CH3:19][O:20][CH2:21][C:22]([NH:5][C:4]1[C:6]([N+:10]([O-:12])=[O:11])=[CH:7][CH:8]=[CH:9][C:3]=1[O:2][CH3:1])=[O:23]. Procedure details: [step 1] 2-Methoxy-6-nitroaniline (4.0 g, 23.8 mmol) was dissolved in DMA (24 mL), pyridine (5.8 mL, 71.4 mmol) and 2-methoxyacetyl chloride (6.5 mL, 71.4 mmol) were added at 0° C., and the mixture was stirred at room temperature for 1 hr. Under ice-cooling, methanol and aqueous ammonia solution were added to the mixture, and the mixture was stirred at room temperature for 30 min. Water was added, and the mixture was extracted 3 times with ethyl acetate. The combined organic layers were washed w...